The task is: describe an organic reaction: reactants, conditions, products, and yield. This data is from the Open Reaction Database (ORD), a public repository of structured organic reaction records. Starting materials: [Li]CCCC, CCCCCC, Cc1ccnc2c1CCCC2, C[Si](C)(C)N=C=S, O, c1ccccc1. Yields the product Cc1ccnc2c1CCCC2C(N)=S. Reaction SMILES: [CH2:12]([Li:13])[CH2:14][CH2:15][CH3:16].[CH3:17][CH2:18][CH2:19][CH2:20][CH2:21][CH3:22].[CH3:1][c:2]1[cH:3][cH:4][n:5][c:6]2[c:11]1[CH2:10][CH2:9][CH2:8][CH2:7]2.[CH3:23][Si:24]([CH3:25])([CH3:26])[N:27]=[C:28]=[S:29].[OH2:36].[cH:30]1[cH:31][cH:32][cH:33][cH:34][cH:35]1>>[CH3:1][c:2]1[cH:3][cH:4][n:5][c:6]2[c:11]1[CH2:10][CH2:9][CH2:8][CH:7]2[C:28]([NH2:27])=[S:29]. The reactants are B, O=C(Nc1ccccc1)C(c1ccccc1)[N+](=O)[O-], C1CCOC1, O. Product: CC(=O)Nc1ccccc1. As a reaction SMILES: [BH3:20].[N+:1]([CH:4]([c:2]1[cH:3][cH:14][cH:15][cH:16][cH:17]1)[C:5](=[O:6])[NH:7][c:8]1[cH:9][cH:10][cH:11][cH:12][cH:13]1)([O-:18])=[O:19].[O:22]1[CH2:23][CH2:24][CH2:25][CH2:26]1.[OH2:21]>>[CH3:4][C:5](=[O:6])[NH:7][c:8]1[cH:9][cH:10][cH:11][cH:12][cH:13]1. The reactants are BrCC1OCCO1, N#CC1CC2CCC1CC2, [Li]CCCC, CC(C)NC(C)C, C1CCOC1. The product is N#CC1(CC2OCCO2)CC2CCC1CC2. As a reaction SMILES: [Br:23][CH2:24][CH:25]1[O:26][CH2:27][CH2:28][O:29]1.[C:13](#[N:14])[CH:15]1[CH:16]2[CH2:17][CH2:18][CH:19]([CH2:20]1)[CH2:21][CH2:22]2.[CH2:8]([Li:9])[CH2:10][CH2:11][CH3:12].[CH:1]([NH:2][CH:3]([CH3:4])[CH3:5])([CH3:6])[CH3:7].[O:30]1[CH2:31][CH2:32][CH2:33][CH2:34]1>>[C:13](#[N:14])[C:15]1([CH2:24][CH:25]2[O:26][CH2:27][CH2:28][O:29]2)[CH:16]2[CH2:17][CH2:18][CH:19]([CH2:20]1)[CH2:21][CH2:22]2. Reactants: ice water, S1C=NC=C1C1=CC=C(C=C1)CN(C[C@@H]([C@H](CC1=CC=CC=C1)NC([C@@H](NC(=O)OC)C(C)(C)C)=O)O)N (1-[4-(thiazol-5-yl)-phenyl]-4(S)-hydroxy-2-amino-5(S)-N-(N-methoxycarbonyl-(L)-tert-leucyl)amino-6-phenyl-2-azahexane), CN1CCOCC1 (NMM), CON[C@@H](C(C=C=O)C)C(=O)O (N-methoxy-carbonyl-(L)-valine), [B-](F)(F)(F)F.CN(C)C(=[N+](C)C)ON1C=CC=CC1=O (TPTU), CN(C)C=O (DMF), CN(C)C=O (DMF). Reaction conditions: time 16 hour. The product is S1C=NC=C1C1=CC=C(C=C1)C(N(C[C@@H]([C@H](CC1=CC=CC=C1)NC([C@@H](NC(=O)OC)C(C)(C)C)=O)O)C([C@@H](NC(=O)OC)C(C)C)=O)N (1-[4-(Thiazol-5-yl)-phenyl]-4(S)-hydroxy-2-N-(N-methoxycarbonyl-(L)-valyl)-amino-5(S)-N-(N-methoxycarbonyl-(L)-tert-leucyl)amino6-phenyl-2-azahexane). As a reaction SMILES: [S:1]1[C:5]([C:6]2[CH:11]=[CH:10][C:9]([CH2:12][N:13](N)[CH2:14][C@H:15]([OH:37])[C@@H:16]([NH:24][C:25](=[O:36])[C@H:26]([C:32]([CH3:35])([CH3:34])[CH3:33])[NH:27][C:28]([O:30][CH3:31])=[O:29])[CH2:17][C:18]3[CH:23]=[CH:22][CH:21]=[CH:20][CH:19]=3)=[CH:8][CH:7]=2)=[CH:4][N:3]=[CH:2]1.CN1CC[O:43][CH2:42]C1.CO[NH:48][C@H:49]([C:55]([OH:57])=O)[CH:50]([CH3:54])[CH:51]=C=O.[B-](F)(F)(F)F.CN(C(ON1[C:76](=[O:77])C=CC=C1)=[N+](C)C)C.C[N:79](C=O)C>>[S:1]1[C:5]([C:6]2[CH:11]=[CH:10][C:9]([CH:12]([NH2:79])[N:13]([C:55](=[O:57])[C@H:49]([CH:50]([CH3:51])[CH3:54])[NH:48][C:42]([O:77][CH3:76])=[O:43])[CH2:14][C@H:15]([OH:37])[C@@H:16]([NH:24][C:25](=[O:36])[C@H:26]([C:32]([CH3:35])([CH3:34])[CH3:33])[NH:27][C:28]([O:30][CH3:31])=[O:29])[CH2:17][C:18]3[CH:23]=[CH:22][CH:21]=[CH:20][CH:19]=3)=[CH:8][CH:7]=2)=[CH:4][N:3]=[CH:2]1 |f:3.4|. Procedure: Under an argon atmosphere, 344 mg of 1-[4-(thiazol-5-yl)-phenyl]-4(S)-hydroxy-2-amino-5(S)-N-(N-methoxycarbonyl-(L)-tert-leucyl)amino-6-phenyl-2-azahexane and 191 μl (1.74 mmol) of NMM in 5.6 ml of DMF are added to 122 mg (0.696 mmol) of N-methoxy-carbonyl-(L)-valine and 173 mg (0.58 mmol) of TPTU in 2.9 ml of DMF and the mixture is stirred at room temperature for 16 hours. The reaction mixture is poured into ice-water, stirred for 30 min and filtered. Column chromatography of the residue (SiO2;... The reactants are [N+](=O)([O-])C1=C(C=CC=C1C(F)(F)F)N (2-nitro-3-trifluoromethyl-phenylamine), [H][H] (hydrogen). The reagents and catalysts are [Pd] (palladium on carbon). The solvent is CO (methanol). Yields the product FC(C1=C(C(=CC=C1)N)N)(F)F (3-Trifluoromethyl-benzene-1,2-diamine), solid. Isolated yield 73.2%. Reaction SMILES: [N+:1]([C:4]1[C:9]([C:10]([F:13])([F:12])[F:11])=[CH:8][CH:7]=[CH:6][C:5]=1[NH2:14])([O-])=O.[H][H]>[Pd].CO>[F:11][C:10]([F:12])([F:13])[C:9]1[CH:8]=[CH:7][CH:6]=[C:5]([NH2:14])[C:4]=1[NH2:1]. Reported procedure: A slurry of 2-nitro-3-trifluoromethyl-phenylamine (0.678 g, 3.2 mmol) and 10% palladium on carbon (0.067 g) in methanol (20 mL) was hydrogenated with a hydrogen balloon for 2 h. After completion of the reaction, the reaction mixture was filtered and the solvent was evaporated under vacuum to obtain the title compound as off white solid (0.420 g, 73.17%).